Dataset: the Open Reaction Database (ORD), a public repository of structured organic reaction records. Task: describe an organic reaction: reactants, conditions, products, and yield Starting materials: [N+](=O)([O-])C=1C=C(NC(C2=CC=C(C=C2)N2CCOCC2)=O)C=CC1[N+](=O)[O-] (3,4-dinitro-N-(4-morpholinobenzoyl)aniline), OC1CCN(CC1)C1=CC=C(S1)C=O (5-(4-hydroxypiperidinyl)thiophene-2-carboxaldehyde). Product: OC1CCN(CC1)C=1SC(=CC1)C1=NC2=C(N1)C=CC(=C2)NC(C2=CC=C(C=C2)N2CCOCC2)=O (N-(2-(2-(4-Hydroxypiperidinyl)thien-5-yl)-1H-benzimidazol-5-yl)-4-morpholinobenzamide). RXN SMILES: [N+:1]([C:4]1[CH:5]=[C:6]([CH:22]=[CH:23][C:24]=1[N+:25]([O-])=O)[NH:7][C:8](=[O:21])[C:9]1[CH:14]=[CH:13][C:12]([N:15]2[CH2:20][CH2:19][O:18][CH2:17][CH2:16]2)=[CH:11][CH:10]=1)([O-])=O.[OH:28][CH:29]1[CH2:34][CH2:33][N:32]([C:35]2[S:39][C:38]([CH:40]=O)=[CH:37][CH:36]=2)[CH2:31][CH2:30]1>>[OH:28][CH:29]1[CH2:34][CH2:33][N:32]([C:35]2[S:39][C:38]([C:40]3[NH:25][C:24]4[CH:23]=[CH:22][C:6]([NH:7][C:8](=[O:21])[C:9]5[CH:14]=[CH:13][C:12]([N:15]6[CH2:20][CH2:19][O:18][CH2:17][CH2:16]6)=[CH:11][CH:10]=5)=[CH:5][C:4]=4[N:1]=3)=[CH:37][CH:36]=2)[CH2:31][CH2:30]1. Reported procedure: Compound 417 was prepared according to the procedure similar to that described in Scheme III from 3,4-dinitro-N-(4-morpholinobenzoyl)aniline and 5-(4-hydroxypiperidinyl)thiophene-2-carboxaldehyde. [M+H]+ calcd for C27H29N5O3S: 504.20; found: 503.99. Reactants: C(C)(C)(C)OC(=O)N1CCC(CC1)NC=1C(=NC2=CC=C(C=C2N1)C(=O)OC)C1=CC=C(C=C1)F (methyl 3-(1-(tert-butoxycarbonyl)piperidin-4-ylamino)-2-(4-fluorophenyl)quinoxaline-6-carboxylate), [H-].[Na+] (sodium hydride), IC (iodomethane). Solvent: O1CCCC1 (tetrahydrofuran). Reaction conditions: time 30 minute. Product: C(C)(C)(C)OC(=O)N1CCC(CC1)N(C=1C(=NC2=CC=C(C=C2N1)C(=O)OC)C1=CC=C(C=C1)F)C (methyl 3-((1-(tert-butoxycarbonyl)piperidin-4-yl)(methyl)amino)-2-(4-fluorophenyl)quinoxaline-6-carboxylate). As a reaction SMILES: [C:1]([O:5][C:6]([N:8]1[CH2:13][CH2:12][CH:11]([NH:14][C:15]2[C:16]([C:29]3[CH:34]=[CH:33][C:32]([F:35])=[CH:31][CH:30]=3)=[N:17][C:18]3[C:23]([N:24]=2)=[CH:22][C:21]([C:25]([O:27][CH3:28])=[O:26])=[CH:20][CH:19]=3)[CH2:10][CH2:9]1)=[O:7])([CH3:4])([CH3:3])[CH3:2].[H-].[Na+].I[CH3:39]>O1CCCC1>[C:1]([O:5][C:6]([N:8]1[CH2:9][CH2:10][CH:11]([N:14]([CH3:39])[C:15]2[C:16]([C:29]3[CH:30]=[CH:31][C:32]([F:35])=[CH:33][CH:34]=3)=[N:17][C:18]3[C:23]([N:24]=2)=[CH:22][C:21]([C:25]([O:27][CH3:28])=[O:26])=[CH:20][CH:19]=3)[CH2:12][CH2:13]1)=[O:7])([CH3:4])([CH3:2])[CH3:3] |f:1.2|. Reported procedure: To a solution of methyl 3-(1-(tert-butoxycarbonyl)piperidin-4-ylamino)-2-(4-fluorophenyl)quinoxaline-6-carboxylate (200.0 mg, 0.42 mmol) in tetrahydrofuran (10 mL) was added sodium hydride (50.0 mg, 2.08 mmol) at 0° C. and stirred for 30 minutes at room temperature. Subsequently, iodomethane (350.0 mg, 2.47 mmol) was added and stirred overnight at room temperature. The reaction mixture was then quenched by the addition of NH4Cl solution (100 mL), extracted with dichloromethane (3×15 mL), dried o... The reagents and catalysts are [Pd] (palladium on charcoal). Reactants: NC=1C=C2C(C(N(C2=CC1[N+](=O)[O-])C(C)C)=O)(CC)CC (5-amino-3,3-diethyl-1-isopropyl-6-nitro-1,3-dihydro-indol-2-one). Yield: 99.7%. RXN SMILES: [NH2:1][C:2]1[CH:3]=[C:4]2[C:8](=[CH:9][C:10]=1[N+:11]([O-])=O)[N:7]([CH:14]([CH3:16])[CH3:15])[C:6](=[O:17])[C:5]2([CH2:20][CH3:21])[CH2:18][CH3:19]>CO.O1CCCC1.[Pd]>[NH2:1][C:2]1[CH:3]=[C:4]2[C:8](=[CH:9][C:10]=1[NH2:11])[N:7]([CH:14]([CH3:15])[CH3:16])[C:6](=[O:17])[C:5]2([CH2:20][CH3:21])[CH2:18][CH3:19] |f:1.2|. Run at time 4 hour. Yields the product NC=1C=C2C(C(N(C2=CC1N)C(C)C)=O)(CC)CC (5,6-diamino-3,3-diethyl-1-isopropyl-1,3-dihydro-indol-2-one). Procedure details: To a solution of 5-amino-3,3-diethyl-1-isopropyl-6-nitro-1,3-dihydro-indol-2-one (1.9 g, 6.52 mmol) in methanol/tetrahydrofuran (THF) (1:1, 80 ml) palladium on charcoal (10%, 1.2 g) was added and the mixture hydrogenated at room temperature for 4 h. After filtration the solvent was evaporated and the residue triturated with iso-hexane to yield 1.7 g 5,6-diamino-3,3-diethyl-1-isopropyl-1,3-dihydro-indol-2-one (6.50 mmol, 99%). Solvent: CO.O1CCCC1 (methanol tetrahydrofuran). Reactants: C(=O)(OC(C)(C)C)N[C@H](CCC1=CC=CC=C1)C(=O)O (N-Boc-D-homophenylalanine), Cl.C(C1=CC=CC=C1)OC([C@@H](N)CO)=O (L-serine benzyl ester hydrochloride). The product is C(=O)(OC(C)(C)C)N[C@H](CCC1=CC=CC=C1)C(=O)O.C(C1=CC=CC=C1)OC([C@@H](N)CO)=O (N-Boc-D-homophenylalanine L-serine Benzyl Ester). The yield is 34.1%. As a reaction SMILES: [C:1]([NH:8][C@@H:9]([C:18]([OH:20])=[O:19])[CH2:10][CH2:11][C:12]1[CH:17]=[CH:16][CH:15]=[CH:14][CH:13]=1)([O:3][C:4]([CH3:7])([CH3:6])[CH3:5])=[O:2].Cl.[CH2:22]([O:29][C:30](=[O:35])[C@H:31]([CH2:33][OH:34])[NH2:32])[C:23]1[CH:28]=[CH:27][CH:26]=[CH:25][CH:24]=1>>[C:1]([NH:8][C@@H:9]([C:18]([OH:20])=[O:19])[CH2:10][CH2:11][C:12]1[CH:13]=[CH:14][CH:15]=[CH:16][CH:17]=1)([O:3][C:4]([CH3:5])([CH3:7])[CH3:6])=[O:2].[CH2:22]([O:29][C:30](=[O:35])[C@H:31]([CH2:33][OH:34])[NH2:32])[C:23]1[CH:28]=[CH:27][CH:26]=[CH:25][CH:24]=1 |f:1.2,3.4|. Procedure details: This compound was prepared from N-Boc-D-homophenylalanine (500 mg) and L-serine benzyl ester hydrochloride (415 mg), with purification by chromatography over silica gel (40% ethyl acetate/hexane) to afford title compound (290 mg) as a glassy solid: 1H NMR (400 Mz, CDCl3) δ1.42 (s, 9H), 1.97 (m, 1H), 2.18 (m, 1H), 2.70 (m, 2H), 3.98 (m, 2H), 4.19 (m, 1H), 4.64 (m, 1H), 5.29 (bs, 2H), 7.16-7.29 (m, 5H), and 7.36 (bs, 5H). The reactants are CSC, Cl[Cu]Cl, CCCCON=O, Cc1cccc(N)c1C1=NOCC1. Product: CSc1cccc(C)c1C1=NOCC1. Reaction SMILES: [CH3:21][S:22][CH3:23].[Cl:24][Cu:25][Cl:26].[N:14]([O:15][CH2:16][CH2:17][CH2:18][CH3:19])=[O:20].[O:1]1[N:2]=[C:3]([c:6]2[c:7]([NH2:8])[cH:9][cH:10][cH:11][c:12]2[CH3:13])[CH2:4][CH2:5]1>>[O:1]1[N:2]=[C:3]([c:6]2[c:7]([S:22][CH3:21])[cH:9][cH:10][cH:11][c:12]2[CH3:13])[CH2:4][CH2:5]1. Reactants: O1COC2=C1C=CC(=C2)C=CC=2OC=C(N2)CCl (2-(2-Benzo[1,3]dioxol-5-yl-vinyl)-4-chloromethyl-oxazole), N1(N=NC=C1)CCCCC1=CC=C(C=C1)O (4-(4-[1,2,3]Triazol-1-yl-butyl)-phenol), [I-].[K+] (potassium iodide), C[O-].[Na+] (sodium methylate). Solvent: CO (methanol). The product is O1COC2=C1C=CC(=C2)C=CC=2OC=C(N2)COC2=CC=C(C=C2)CCCCN2N=NC=C2 (1-(4-{4-[2-(2-Benzo[1,3]dioxol-5-yl-vinyl)-oxazol-4-ylmethoxy]-phenyl}-butyl)-1H-[1,2,3]triazole). Reaction SMILES: [O:1]1[C:5]2[CH:6]=[CH:7][C:8]([CH:10]=[CH:11][C:12]3[O:13][CH:14]=[C:15]([CH2:17]Cl)[N:16]=3)=[CH:9][C:4]=2[O:3][CH2:2]1.[N:19]1([CH2:24][CH2:25][CH2:26][CH2:27][C:28]2[CH:33]=[CH:32][C:31]([OH:34])=[CH:30][CH:29]=2)[CH:23]=[CH:22][N:21]=[N:20]1.[I-].[K+].C[O-].[Na+]>CO>[O:1]1[C:5]2[CH:6]=[CH:7][C:8]([CH:10]=[CH:11][C:12]3[O:13][CH:14]=[C:15]([CH2:17][O:34][C:31]4[CH:32]=[CH:33][C:28]([CH2:27][CH2:26][CH2:25][CH2:24][N:19]5[CH:23]=[CH:22][N:21]=[N:20]5)=[CH:29][CH:30]=4)[N:16]=3)=[CH:9][C:4]=2[O:3][CH2:2]1 |f:2.3,4.5|. Procedure details: 0.264 g (1.00 mmol) 2-(2-Benzo[1,3]dioxol-5-yl-vinyl)-4-chloromethyl-oxazole, 0.217 g 1.00 mmol) 4-(4-[1,2,3]Triazol-1-yl-butyl)-phenol, 0.166 g (1.00 mmol) potassium iodide and 0.191 ml (1.00 mmol) of a 30% sodium methylate solution were added to 50.0 ml methanol and heated to reflux for 8 h. After removal of solvent, partitioning of the residue between 50 ml ethyl acetate and 15 ml water, the organic phase was washed with 10 ml water, 10 ml 0.1 N NaOH, 15 ml water twice and dried over sodium s...